This data is from the Open Reaction Database (ORD), a public repository of structured organic reaction records. The task is: describe an organic reaction: reactants, conditions, products, and yield Reactants: BrC1=CC=CC2=C1C=CS2 (4-bromobenzothiophene), Cl[Si](C)(C)C (chlorotrimethylsilane), [Li+].CC(C)[N-]C(C)C (LDA), C1CCOC1.CCCCCCC (THF heptane). The solvent is CCOCC (ether), Cl (HCl), C1CCOC1 (THF). Conditions: temperature -70 celsius, time 1.5 hour. The product is BrC1=CC=CC2=C1C=C(S2)[Si](C)(C)C (4-bromo-2-(trimethylsilyl)benzothiophene). RXN SMILES: [Br:1][C:2]1[C:7]2[CH:8]=[CH:9][S:10][C:6]=2[CH:5]=[CH:4][CH:3]=1.Cl[Si:12]([CH3:15])([CH3:14])[CH3:13].[Li+].CC([N-]C(C)C)C.C1COCC1.CCCCCCC>C1COCC1.CCOCC.Cl>[Br:1][C:2]1[C:7]2[CH:8]=[C:9]([Si:12]([CH3:15])([CH3:14])[CH3:13])[S:10][C:6]=2[CH:5]=[CH:4][CH:3]=1 |f:2.3,4.5|. Reported procedure: A stirred solution of ˜80% pure 4-bromobenzothiophene (580 mg, 2.7 mmol) and chlorotrimethylsilane (0.70 mL, 5.4 mmol) in dry THF (10 mL) was cooled to −70° C. and 2 M LDA in 1:1 THF/heptane (1.35 mL, 5.4 mmol) was added dropwise over 2 min. The mixture was stirred at −70° C. for 1.5 h and diluted with ether (80 mL) and 5% aq HCl (20 mL). The organic layer was separated, washed with sat'd aq NaHCO3 (20 mL) and dried over MgSO4. Removal of the solvent left 4-bromo-2-(trimethylsilyl)benzothiophene... The reactants are COC1=CC=C(CN2C(C3=C(N=CC=C3C3=C2C=C(C=C3)OC[C@H](CC(C)C)NC(OC(C)(C)C)=O)C)=O)C=C1 ((S)-tert-butyl (1-((6-(4-methoxybenzyl)-4-methyl-5-oxo-5,6-dihydrobenzo[c][2,7]naphthyridin-8-yl)oxy)-4-methylpentan-2-yl)carbamate), ceric ammonium nitrate. Solvent: C(C)(=O)OCC (ethyl acetate), O (water), C(C)#N (acetonitrile), O (water). Conditions: time 5 hour. The product is N[C@H](COC=1C=CC2=C(NC(C3=C(N=CC=C23)C)=O)C1)CC(C)C ((S)-8-(2-amino-4-methylpentyloxy)-4-methylbenzo[c][2,7]naphthyridin-5(6H)-one). The yield is 80.2%. Reaction SMILES: COC1C=CC(C[N:8]2[C:17]3[CH:18]=[C:19]([O:22][CH2:23][C@@H:24]([NH:29]C(=O)OC(C)(C)C)[CH2:25][CH:26]([CH3:28])[CH3:27])[CH:20]=[CH:21][C:16]=3[C:15]3[C:10](=[C:11]([CH3:37])[N:12]=[CH:13][CH:14]=3)[C:9]2=[O:38])=CC=1>C(#N)C.C(OCC)(=O)C.O>[NH2:29][C@@H:24]([CH2:25][CH:26]([CH3:28])[CH3:27])[CH2:23][O:22][C:19]1[CH:20]=[CH:21][C:16]2[C:15]3[C:10](=[C:11]([CH3:37])[N:12]=[CH:13][CH:14]=3)[C:9](=[O:38])[NH:8][C:17]=2[CH:18]=1. Procedure: To a solution of (S)-tert-butyl (1-((6-(4-methoxybenzyl)-4-methyl-5-oxo-5,6-dihydrobenzo[c][2,7]naphthyridin-8-yl)oxy)-4-methylpentan-2-yl)carbamate (500 mg, 0.192 mmol) (prepared as described in Example 49), in acetonitrile (5 mL) and water (5 mL) was added ceric ammonium nitrate (527 mg, 0.962 mmol). The reaction mixture was stirred for 5 h at room temperature. The reaction mixture was diluted with ethyl acetate (5 mL) and water (5 mL). The organic layer was separated, dried with sodium sulfat... The reactants are [BH4-], O=C1Nc2ccc(Cl)cc2C(C=CC2CC2)(C(F)(F)F)OC1CCBr, C1CCOC1, CCO, N#C[Se]c1ccccc1[N+](=O)[O-], [Na+]. Yields the product C=CC1OC(C=CC2CC2)(C(F)(F)F)c2cc(Cl)ccc2NC1=O. Reaction SMILES: [BH4-:13].[Br:15][CH2:16][CH2:17][CH:18]1[C:19](=[O:39])[NH:20][c:21]2[c:22]([cH:34][c:35]([Cl:38])[cH:36][cH:37]2)[C:23]([C:25]([F:26])([F:27])[F:28])([CH:29]=[CH:30][CH:31]2[CH2:32][CH2:33]2)[O:24]1.[CH2:40]1[O:41][CH2:42][CH2:43][CH2:44]1.[CH3:45][CH2:46][OH:47].[N+:1]([c:2]1[cH:3][cH:4][cH:5][cH:6][c:7]1[Se:8][C:9]#[N:10])([O-:11])=[O:12].[Na+:14]>>[CH2:16]=[CH:17][CH:18]1[C:19](=[O:39])[NH:20][c:21]2[c:22]([cH:34][c:35]([Cl:38])[cH:36][cH:37]2)[C:23]([C:25]([F:26])([F:27])[F:28])([CH:29]=[CH:30][CH:31]2[CH2:32][CH2:33]2)[O:24]1. Starting materials: BrC1=CN=C(C=2N1C=C(N2)COC2=NC1=CC=CC=C1C=C2)N2CCOCC2 (4-(5-Bromo-2-((quinolin-2-yloxy)methyl)imidazo[1,2-a]pyrazin-8-yl)morpholine), C(=O)(OC(C)(C)C)N1CCN(CC1)C1=NC=C(C=C1)B1OC(C)(C)C(C)(C)O1 (2-(4-BOC-piperazin-1-yl)pyridine-5-boronic acid pinacol ester). Product: O1CCN(CC1)C=1C=2N(C(=CN1)C=1C=CC(=NC1)N1CCN(CC1)C(=O)OC(C)(C)C)C=C(N2)COC2=NC1=CC=CC=C1C=C2 (tert-Butyl 4-(5-(8-morpholino-2-((quinolin-2-yloxy)methyl)imidazo[1,2-a]pyrazin-5-yl)pyridin-2-yl)piperazine-1-carboxylate). As a reaction SMILES: Br[C:2]1[N:7]2[CH:8]=[C:9]([CH2:11][O:12][C:13]3[CH:22]=[CH:21][C:20]4[C:15](=[CH:16][CH:17]=[CH:18][CH:19]=4)[N:14]=3)[N:10]=[C:6]2[C:5]([N:23]2[CH2:28][CH2:27][O:26][CH2:25][CH2:24]2)=[N:4][CH:3]=1.[C:29]([N:36]1[CH2:41][CH2:40][N:39]([C:42]2[CH:47]=[CH:46][C:45](B3OC(C)(C)C(C)(C)O3)=[CH:44][N:43]=2)[CH2:38][CH2:37]1)([O:31][C:32]([CH3:35])([CH3:34])[CH3:33])=[O:30]>>[O:26]1[CH2:27][CH2:28][N:23]([C:5]2[C:6]3[N:7]([CH:8]=[C:9]([CH2:11][O:12][C:13]4[CH:22]=[CH:21][C:20]5[C:15](=[CH:16][CH:17]=[CH:18][CH:19]=5)[N:14]=4)[N:10]=3)[C:2]([C:45]3[CH:46]=[CH:47][C:42]([N:39]4[CH2:40][CH2:41][N:36]([C:29]([O:31][C:32]([CH3:35])([CH3:34])[CH3:33])=[O:30])[CH2:37][CH2:38]4)=[N:43][CH:44]=3)=[CH:3][N:4]=2)[CH2:24][CH2:25]1. Procedure details: Compound 15a (130 mg. 0.29 mmol) was subjected to Suzuki coupling conditions with 2-(4-BOC-piperazin-1-yl)pyridine-5-boronic acid pinacol ester using the methods described in Example 1, Step G to obtain compound 47a. Mass Spectrum (LCMS, ESI pos.) Calcd. for C34H38N8O4: 623.2 (M+H). Found 623.3.